The task is: describe an organic reaction: reactants, conditions, products, and yield. This data is from the Open Reaction Database (ORD), a public repository of structured organic reaction records. Starting materials: FC1=C(C=CC(=C1)B1OC(C(O1)(C)C)(C)C)[C@@H](C)NC(=O)C1(CC1)NC(C(F)(F)F)=O (N-{(1R)-1-[2-Fluoro-4-(4,4,5,5-tetramethyl-1,3,2-dioxaborolan-2-yl)phenyl]ethyl}-1-[(trifluoroacetyl)amino]cyclopropanecarboxamide), BrC=1C=CC=C2C=CC=NC12 (8-bromoquinoline), C([O-])([O-])=O.[Cs+].[Cs+] (cesium carbonate), CCOC(=O)C (EtOAc). The reagents and catalysts are [Pd].C(C)(C)(C)P(C(C)(C)C)C(C)(C)C.C(C)(C)(C)P(C(C)(C)C)C(C)(C)C (bis(tri-t-butylphosphine) palladium(0)). Run in O1CCOCC1 (dioxane). The product is FC1=C(C=CC(=C1)C=1C=CC=C2C=CC=NC12)[C@@H](C)NC(=O)C1(CC1)NC(C(F)(F)F)=O (N-[(1R)-1-(2-fluoro-4-quinolin-8-ylphenyl)ethyl]-1-[(trifluoroacetyl)amino]cyclopropanecarboxamide). RXN SMILES: [F:1][C:2]1[CH:7]=[C:6](B2OC(C)(C)C(C)(C)O2)[CH:5]=[CH:4][C:3]=1[C@H:17]([NH:19][C:20]([C:22]1([NH:25][C:26](=[O:31])[C:27]([F:30])([F:29])[F:28])[CH2:24][CH2:23]1)=[O:21])[CH3:18].Br[C:33]1[CH:34]=[CH:35][CH:36]=[C:37]2[C:42]=1[N:41]=[CH:40][CH:39]=[CH:38]2.C(=O)([O-])[O-].[Cs+].[Cs+].CCOC(C)=O>O1CCOCC1.[Pd].C(P(C(C)(C)C)C(C)(C)C)(C)(C)C.C(P(C(C)(C)C)C(C)(C)C)(C)(C)C>[F:1][C:2]1[CH:7]=[C:6]([C:33]2[CH:34]=[CH:35][CH:36]=[C:37]3[C:42]=2[N:41]=[CH:40][CH:39]=[CH:38]3)[CH:5]=[CH:4][C:3]=1[C@H:17]([NH:19][C:20]([C:22]1([NH:25][C:26](=[O:31])[C:27]([F:29])([F:30])[F:28])[CH2:23][CH2:24]1)=[O:21])[CH3:18] |f:2.3.4,7.8.9|. Reported procedure: N-{(1R)-1-[2-Fluoro-4-(4,4,5,5-tetramethyl-1,3,2-dioxaborolan-2-yl)phenyl]ethyl}-1-[(trifluoroacetyl)amino]cyclopropanecarboxamide (250 mg, 0.563 mmol), 8-bromoquinoline (117 mg, 0.563 mmol), cesium carbonate (367 mg, 1.13 mmol), and bis(tri-t-butylphosphine) palladium(0) (10 mg, 0.03 mmol) were stirred in 1 mL of anhydrous dioxane overnight at 90° C. in a sealed tube. The reaction mixture was cooled to room temperature and diluted w/EtOAc. The organic layer was separated, washed with water and ... Reaction SMILES: [CH3:1][C:2](=[O:3])[O:4][C:5](=[O:6])[CH3:7].[Cl:48][CH2:49][Cl:50].[ClH:47].[ClH:8].[NH2:9][c:10]1[cH:11][cH:12][c:13](-[c:16]2[n:17][c:18]3[c:19]([n:20]2[CH:21]([C:22](=[O:23])[NH:24][CH:25]2[CH2:26][CH2:27][CH2:28][CH2:29][CH2:30]2)[CH:31]2[CH2:32][CH2:33][CH2:34][CH2:35][CH2:36]2)[cH:37][cH:38][cH:39][cH:40]3)[cH:14][cH:15]1.[cH:41]1[cH:42][cH:43][n:44][cH:45][cH:46]1>>[CH3:1][C:2](=[O:3])[NH:9][c:10]1[cH:11][cH:12][c:13](-[c:16]2[n:17][c:18]3[c:19]([n:20]2[CH:21]([C:22](=[O:23])[NH:24][CH:25]2[CH2:26][CH2:27][CH2:28][CH2:29][CH2:30]2)[CH:31]2[CH2:32][CH2:33][CH2:34][CH2:35][CH2:36]2)[cH:37][cH:38][cH:39][cH:40]3)[cH:14][cH:15]1. The product is CC(=O)Nc1ccc(-c2nc3ccccc3n2C(C(=O)NC2CCCCC2)C2CCCCC2)cc1. Reactants: CC(=O)OC(C)=O, ClCCl, Cl, Cl, Nc1ccc(-c2nc3ccccc3n2C(C(=O)NC2CCCCC2)C2CCCCC2)cc1, c1ccncc1.